Task: describe an organic reaction: reactants, conditions, products, and yield. Dataset: the Open Reaction Database (ORD), a public repository of structured organic reaction records Isolated yield 59.0%. Reported procedure: In a manner analogous to that described in Example 11, by the reaction of 1-ethyl-7-hydroxy-4-methyl-2-oxo-1,2-dihydroquinoline with 3-(4-benzamido-piperidino)-propyl chloride, there is obtained, in a yield of 59% of theory, 7-[3-(4-benzamido-piperidino)-propoxy]-1-ethyl-4-methyl-2-oxo-1,2-dihydroquinoline; m.p. 164°-165° C. (after recrystallization from dichloromethane/diethyl ether). Reaction SMILES: [CH2:1]([N:3]1[C:12]2[C:7](=[CH:8][CH:9]=[C:10]([OH:13])[CH:11]=2)[C:6]([CH3:14])=[CH:5][C:4]1=[O:15])[CH3:2].[C:16]([NH:24][CH:25]1[CH2:30][CH2:29][N:28]([CH2:31][CH2:32][CH2:33]Cl)[CH2:27][CH2:26]1)(=[O:23])[C:17]1[CH:22]=[CH:21][CH:20]=[CH:19][CH:18]=1>>[C:16]([NH:24][CH:25]1[CH2:30][CH2:29][N:28]([CH2:31][CH2:32][CH2:33][O:13][C:10]2[CH:11]=[C:12]3[C:7]([C:6]([CH3:14])=[CH:5][C:4](=[O:15])[N:3]3[CH2:1][CH3:2])=[CH:8][CH:9]=2)[CH2:27][CH2:26]1)(=[O:23])[C:17]1[CH:18]=[CH:19][CH:20]=[CH:21][CH:22]=1. The product is C(C1=CC=CC=C1)(=O)NC1CCN(CC1)CCCOC1=CC=C2C(=CC(N(C2=C1)CC)=O)C (7-[3-(4-benzamido-piperidino)-propoxy]-1-ethyl-4-methyl-2-oxo-1,2-dihydroquinoline). The reactants are C(C)N1C(C=C(C2=CC=C(C=C12)O)C)=O (1-ethyl-7-hydroxy-4-methyl-2-oxo-1,2-dihydroquinoline), C(C1=CC=CC=C1)(=O)NC1CCN(CC1)CCCCl (3-(4-benzamido-piperidino)-propyl chloride). Reactants: [N+](=O)(O)[O-] (HNO3), [OH-].[Na+] (NaOH), C(=O)(O)[O-].[Na+] (NaHCO3), C(C1=CC=CC=C1)OC=1C=C(C(=O)OCC2=CC=CC=C2)C=CC1OC (benzyl 3-(benzyloxy)-4-methoxybenzoate), ice water, [OH-].[Na+] (NaOH). The solvent is CC(=O)OC(=O)C (Ac2O). Run at time 10 minute. Product: C(C1=CC=CC=C1)OC=1C(=CC(=C(C(=O)OCC2=CC=CC=C2)C1)[N+](=O)[O-])OC (benzyl 5-(benzyloxy)-4-methoxy-2-nitrobenzoate). The yield is 92.3%. RXN SMILES: [CH2:1]([O:8][C:9]1[CH:10]=[C:11]([CH:22]=[CH:23][C:24]=1[O:25][CH3:26])[C:12]([O:14][CH2:15][C:16]1[CH:21]=[CH:20][CH:19]=[CH:18][CH:17]=1)=[O:13])[C:2]1[CH:7]=[CH:6][CH:5]=[CH:4][CH:3]=1.[N+:27]([O-])([OH:29])=[O:28].[OH-].[Na+].C([O-])(O)=O.[Na+]>CC(OC(C)=O)=O>[CH2:1]([O:8][C:9]1[C:24]([O:25][CH3:26])=[CH:23][C:22]([N+:27]([O-:29])=[O:28])=[C:11]([CH:10]=1)[C:12]([O:14][CH2:15][C:16]1[CH:17]=[CH:18][CH:19]=[CH:20][CH:21]=1)=[O:13])[C:2]1[CH:7]=[CH:6][CH:5]=[CH:4][CH:3]=1 |f:2.3,4.5|. Procedure: To a solution of benzyl 3-(benzyloxy)-4-methoxybenzoate (6.32 g, 18.1 mmol) in Ac2O (62 mL) cooled to −10° C. under an atmosphere of N2 was added fuming HNO3 (1.5 mL, 37.1 mmol) in one portion. Stirring was continued at −10° C. for 10 minutes, then at RT for 3 hours. The reaction mixture was carefully poured into ice-water and the pH adjusted to ca. pH=5 with 5N NaOH, sat. NaHCO3 and 0.5 NaOH. The mixture was extracted with CH2Cl2 (3×200 mL). The combined organics were dried (Na2SO4), filtered a... Reactants: CN1C(C=C(C=C1)C=CC(=O)OCC)=O (Ethyl β-(N-methyl-2-oxo-4-pyridyl)acrylate). Reagents/catalysts: [Pd] (palladium on charcoal). Solvent: C(C)O (ethanol). The product is CN1C(C=C(C=C1)CCC(=O)OCC)=O (ethyl β-(N-methyl-2-oxo-4-pyridyl)propionate). Isolated yield 101.9%. Reaction SMILES: [CH3:1][N:2]1[CH:7]=[CH:6][C:5]([CH:8]=[CH:9][C:10]([O:12][CH2:13][CH3:14])=[O:11])=[CH:4][C:3]1=[O:15]>C(O)C.[Pd]>[CH3:1][N:2]1[CH:7]=[CH:6][C:5]([CH2:8][CH2:9][C:10]([O:12][CH2:13][CH3:14])=[O:11])=[CH:4][C:3]1=[O:15]. Procedure: Ethyl β-(N-methyl-2-oxo-4-pyridyl)acrylate (26.28 g) in ethanol (170 ml) was hydrogenated over 5% palladium on charcoal (0.25 g) at 350 KPa (50 psi), with gentle warming, until theoretical uptake had been exceeded. The reaction mixture was filtered through diatomaceous earth and evaporated under reduced pressure to give ethyl β-(N-methyl-2-oxo-4-pyridyl)propionate as an oil (27.03 g) which was sufficiently pure for the next stage of the reaction sequence. The reactants are C(C)(C)(C)OC(N(C)C(C)C(NC1=NC(=C(C=C1)[N+](=O)[O-])NCC1=CC=C(C=C1)Cl)=O)=O ({1-[6-(4-chloro-benzylamino)-5-nitro-pyridin-2-ylcarbamoyl]-ethyl}-methyl-carbamic acid tert-butyl ester). Reagents/catalysts: [Pt] (Pt/C). Solvent: CCOC(=O)C (EtOAc). Reaction conditions: time 2 hour. Product: C(C)(C)(C)OC(N(C)C(C)C(NC1=NC(=C(C=C1)N)NCC1=CC=C(C=C1)Cl)=O)=O ({1-[5-amino-6-(4-chloro-benzylamino)-pyridin-2-ylcarbamoyl]-ethyl}-methyl-carbamic acid tert-butyl ester). As a reaction SMILES: [C:1]([O:5][C:6](=[O:32])[N:7]([CH:9]([C:11](=[O:31])[NH:12][C:13]1[CH:18]=[CH:17][C:16]([N+:19]([O-])=O)=[C:15]([NH:22][CH2:23][C:24]2[CH:29]=[CH:28][C:27]([Cl:30])=[CH:26][CH:25]=2)[N:14]=1)[CH3:10])[CH3:8])([CH3:4])([CH3:3])[CH3:2]>[Pt].CCOC(C)=O>[C:1]([O:5][C:6](=[O:32])[N:7]([CH:9]([C:11](=[O:31])[NH:12][C:13]1[CH:18]=[CH:17][C:16]([NH2:19])=[C:15]([NH:22][CH2:23][C:24]2[CH:25]=[CH:26][C:27]([Cl:30])=[CH:28][CH:29]=2)[N:14]=1)[CH3:10])[CH3:8])([CH3:2])([CH3:3])[CH3:4]. Procedure details: EtOAc (15 mL) was added to {1-[6-(4-chloro-benzylamino)-5-nitro-pyridin-2-ylcarbamoyl]-ethyl}-methyl-carbamic acid tert-butyl ester (300 mg, 0.65 mmol) and 10% Pt/C (80 mg). The mixture was stirred under an atmosphere of hydrogen for 2 hours. The mixture was filtered and the filtrate was concentrated in vacuo to give {1-[5-amino-6-(4-chloro-benzylamino)-pyridin-2-ylcarbamoyl]-ethyl}-methyl-carbamic acid tert-butyl ester which was used immediately in the next step.